Dataset: the Open Reaction Database (ORD), a public repository of structured organic reaction records. Task: describe an organic reaction: reactants, conditions, products, and yield Reactants: C(CCC)[Li] (n-butyllithium), [Cl-].[NH4+] (ammonium chloride), CS(=O)(=O)C ((methylsulphonyl)methane), ClC1=C(C=CC=C1)\C=N\C(OC(C)(C)C)=O (tert-Butyl [(E)-(2-chlorophenyl)methylene]carbamate). Solvent: C(C)(=O)OCC (ethyl acetate), C1CCOC1 (THF), C1CCOC1 (THF). Reaction conditions: temperature -78 celsius, time 30 minute. Product: ClC1=C(C=CC=C1)C(CS(=O)(=O)C)NC(OC(C)(C)C)=O (tert-Butyl [1-(2-chlorophenyl)-2-(methylsulphonyl)ethyl]carbamate). Yield: 82.0%. Reaction SMILES: [CH3:1][S:2]([CH3:5])(=[O:4])=[O:3].C([Li])CCC.[Cl:11][C:12]1[CH:17]=[CH:16][CH:15]=[CH:14][C:13]=1/[CH:18]=[N:19]/[C:20](=[O:26])[O:21][C:22]([CH3:25])([CH3:24])[CH3:23].[Cl-].[NH4+]>C1COCC1.C(OCC)(=O)C>[Cl:11][C:12]1[CH:17]=[CH:16][CH:15]=[CH:14][C:13]=1[CH:18]([NH:19][C:20](=[O:26])[O:21][C:22]([CH3:24])([CH3:23])[CH3:25])[CH2:1][S:2]([CH3:5])(=[O:4])=[O:3] |f:3.4|. Reported procedure: A solution of 1 g (10.6 mmol) of (methylsulphonyl)methane in 30 ml of THF was cooled to −78° C. and admixed slowly with 6.65 ml of n-butyllithium solution (1.6M in hexane, 10.6 mmol). After 30 min at −78° C., the suspension obtained was added to a solution, cooled to −78° C. beforehand, of 850 mg (3.55 mmol) of the compound from Example 111A in 20 ml of THF. The reaction mixture was stirred at −78° C. for a further 30 min and then slowly warmed to RT. After 30 min, it was cooled to −20° C. again... The reactants are ClC1=CC=C(C=C1)C1=CC(=C(C(O1)=O)C#N)N1CCCC1 (6-(4-chlorophenyl)-2-oxo-4-(pyrrolidin-1-yl)-2H-pyran-3-carbonitrile), indanone-2, [H-].[Na+] (NaH), C1CCOC1 (THF). Product: ClC1=CC=C(C=C1)C1=CC(=C(C=2CC3=CC=CC=C3C12)C#N)N1CCCC1 (4-(4-Chloro-phenyl)-2-pyrrolidin-1-yl-9H-fluorene-carbonitrile). Reaction SMILES: [Cl:1][C:2]1[CH:7]=[CH:6][C:5]([C:8]2O[C:12](=O)[C:11]([C:15]#[N:16])=[C:10]([N:17]3[CH2:21][CH2:20][CH2:19][CH2:18]3)[CH:9]=2)=[CH:4][CH:3]=1.[H-].[Na+].[CH2:24]1[CH2:28]O[CH2:26][CH2:25]1>>[Cl:1][C:2]1[CH:7]=[CH:6][C:5]([C:8]2[C:4]3[C:3]4[C:25](=[CH:24][CH:28]=[CH:7][CH:2]=4)[CH2:26][C:12]=3[C:11]([C:15]#[N:16])=[C:10]([N:17]3[CH2:21][CH2:20][CH2:19][CH2:18]3)[CH:9]=2)=[CH:4][CH:3]=1 |f:1.2|. Procedure: A mixture of 6-(4-chlorophenyl)-2-oxo-4-(pyrrolidin-1-yl)-2H-pyran-3-carbonitrile (300 mg), indanone-2 (132 mg) and NaH (33 mg) in THF was stirred for <5 min. After completion, the reaction solvent was evaporated under vacuum to dryness and crude solid was quenched with ice water and subsequently neutralized with dil. HCl, finally purified by column chromatography using ethylacetate-hexane as eluent. White solid; mp 197-199° C.; FAB MS 370 (M+); IR (KBr) 2217 cm−1 (CN). Reactants: [H-].[Na+] (Sodium hydride), BrCC#N (bromoacetonitrile), FC=1C=C(C=CC1C=1N=NNC1)N1C(O[C@H](C1)CN1N=NC=C1)=O ((5R)-3-[3-Fluoro-4-(1H-1,2,3-triazol-4-yl)phenyl]-5-(1H-1,2,3-triazol-1-ylmethyl)-1,3-oxazolidin-2-one), BrCC#N (Bromoacetonitrile). Solvent: CN(C=O)C (N,N-dimethylformamide), O (water). Run at time 30 minute. Yields the product FC1=C(C=CC(=C1)N1C(O[C@H](C1)CN1N=NC=C1)=O)C=1N=NN(C1)CC#N ((4-{2-Fluoro-4-[(5R)-2-oxo-5-(1H-1,2,3-triazol-1-ylmethyl)-1,3-oxazolidin-3-yl]phenyl}-1H-1,2,3-triazol-1-yl)acetonitrile). The yield is 108.6%. Reaction SMILES: [F:1][C:2]1[CH:3]=[C:4]([N:13]2[CH2:17][C@H:16]([CH2:18][N:19]3[CH:23]=[CH:22][N:21]=[N:20]3)[O:15][C:14]2=[O:24])[CH:5]=[CH:6][C:7]=1[C:8]1[N:9]=[N:10][NH:11][CH:12]=1.[H-].[Na+].Br[CH2:28][C:29]#[N:30]>CN(C)C=O.O>[F:1][C:2]1[CH:3]=[C:4]([N:13]2[CH2:17][C@H:16]([CH2:18][N:19]3[CH:23]=[CH:22][N:21]=[N:20]3)[O:15][C:14]2=[O:24])[CH:5]=[CH:6][C:7]=1[C:8]1[N:9]=[N:10][N:11]([CH2:28][C:29]#[N:30])[CH:12]=1 |f:1.2|. Procedure: (5R)-3-[3-Fluoro-4-(1H-1,2,3-triazol4-yl)phenyl]-5-(1H-1,2,3-triazol-1-ylmethyl)-1,3-oxazolidin-2-one (Example 7, 1.5 g, 4.6 mmol) was stirred in N,N-dimethylformamide at 0° C. Sodium hydride (0.35 g, 9.2 mmol) was added and the mixture was stirred 30 minutes. Bromoacetonitrile (0.66 g, 5.5 mmol) was added and the reaction was stirred overnight, slowly warming to room temperature. Starting material was present so additional bromoacetonitrile (0.33 g, 2.8 mmol) was added and the reaction was stir... The reactants are C[Mg]Cl.O1CCCC1 (methylmagnesium chloride tetrahydrofuran), Cl (hydrochloric acid), FC1=C(C=O)C=CC=C1 (2-fluorobenzaldehyde), C1(C=2C(C(=O)O1)=CC=CC2)=O (phthalic anhydride). Run in O (water). Yields the product C(C=1C(C(=O)O)=CC=CC1)(=O)O.FC1=C(C=CC=C1)C(C)O (racemic 1-(2-fluorophenyl)ethyl alcohol phthalate). Yield: 88.7%. As a reaction SMILES: C[Mg]Cl.[O:4]1CCC[CH2:5]1.[F:9][C:10]1[CH:17]=[CH:16][CH:15]=[CH:14][C:11]=1[CH:12]=[O:13].[C:18]1(=[O:28])[O:23][C:21](=[O:22])[C:20]2=[CH:24][CH:25]=[CH:26][CH:27]=[C:19]12.Cl>O>[C:18]([OH:23])(=[O:28])[C:19]1[C:20](=[CH:24][CH:25]=[CH:26][CH:27]=1)[C:21]([OH:4])=[O:22].[F:9][C:10]1[CH:17]=[CH:16][CH:15]=[CH:14][C:11]=1[CH:12]([OH:13])[CH3:5] |f:0.1,6.7|. Reported procedure: Under nitrogen atmosphere, 1300 mL (2.60 mol, 1.00 eq) of 2.0M methylmagnesium chloride-tetrahydrofuran solution was cooled, and 322.7 g (2.60 mol, 1.00 eq) of 2-fluorobenzaldehyde was added while adjusting the inside temperature to −20 to +2° C., followed by stirring for 30 minutes under a cooled condition in iced water. Conversion of methylation was 99.9% by determination by gas chromatography. Subsequently, while adjusting the inside temperature to −22 to 0° C., 385.1 g (2.60 mol, 1.00 eq) of... Reported procedure: To a flask containing (1R,3aS,5aR,5bR,7aR,11aS,11bR,13bR)-9-(4-(methoxycarbonyl)phenyl)-5a,5b,8,8,11a-pentamethyl-1-(prop-1-en-2-yl)-2,3,3a,4,5,5a,5b,6,7,7a,8,11,11a,11b,12,13,13a,13b-octadecahydro-1H-cyclopenta[a]chrysene-3a-carboxylic acid (0.1-4.2 mmol scale) was added oxalyl chloride (2M in dichloromethane) (10-50 equiv.). The solution was stirred at rt for 2-5 h and was stripped of solvent. The residue was dissolved in dichloromethane and concentrated two additional times, then was used wit... RXN SMILES: [CH3:1][O:2][C:3]([C:5]1[CH:10]=[CH:9][C:8]([C:11]2[C:12]([CH3:42])([CH3:41])[C@H:13]3[C@:26]([CH3:29])([CH2:27][CH:28]=2)[C@@H:25]2[C@:16]([CH3:40])([C@@:17]4([CH3:39])[CH:22]([CH2:23][CH2:24]2)[C@H:21]2[C@H:30]([C:33]([CH3:35])=[CH2:34])[CH2:31][CH2:32][C@:20]2([C:36]([OH:38])=O)[CH2:19][CH2:18]4)[CH2:15][CH2:14]3)=[CH:7][CH:6]=1)=[O:4].C(Cl)(=O)C([Cl:46])=O>ClCCl>[Cl:46][C:36]([C@:20]12[CH2:32][CH2:31][C@@H:30]([C:33]([CH3:35])=[CH2:34])[C@@H:21]1[C@@H:22]1[C@@:17]([CH3:39])([CH2:18][CH2:19]2)[C@@:16]2([CH3:40])[C@@H:25]([C@:26]3([CH3:29])[C@@H:13]([CH2:14][CH2:15]2)[C:12]([CH3:41])([CH3:42])[C:11]([C:8]2[CH:9]=[CH:10][C:5]([C:3]([O:2][CH3:1])=[O:4])=[CH:6][CH:7]=2)=[CH:28][CH2:27]3)[CH2:24][CH2:23]1)=[O:38]. Reactants: COC(=O)C1=CC=C(C=C1)C=1C([C@@H]2CC[C@]3([C@@]4(CC[C@@]5([C@@H](C4CC[C@@H]3[C@]2(CC1)C)[C@@H](CC5)C(=C)C)C(=O)O)C)C)(C)C ((1R,3aS,5aR,5bR,7aR,11aS,11bR,13bR)-9-(4-(methoxycarbonyl)phenyl)-5a,5b,8,8,11a-pentamethyl-1-(prop-1-en-2-yl)-2,3,3a,4,5,5a,5b,6,7,7a,8,11,11a,11b,12,13,13a,13b-octadecahydro-1H-cyclopenta[a]chrysene-3a-carboxylic acid), C(C(=O)Cl)(=O)Cl (oxalyl chloride). Reaction conditions: time 3.5 hour. Product: ClC(=O)[C@]12[C@@H]([C@H]3CC[C@@H]4[C@]5(CC=C(C([C@@H]5CC[C@]4([C@@]3(CC1)C)C)(C)C)C1=CC=C(C(=O)OC)C=C1)C)[C@@H](CC2)C(=C)C (methyl 4-((1R,3aS,5aR,5bR,7aR,11aS,11bR,13aR,13bR)-3a-(chlorocarbonyl)-5a,5b,8,8,11a-pentamethyl-1-(prop-1-en-2-yl)-2,3,3a,4,5,5a,5b,6,7,7a,8,11,11a,11b,12,13,13a,13b-octadecahydro-1H-cyclopenta[a]chrysen-9-yl)benzoate). Solvent: ClCCl (dichloromethane). Reactants: C([O-])([O-])=O.[K+].[K+] (potassium carbonate), BrCC(=O)N(C)C1=CC=C(C=C1)[N+](=O)[O-] (4-(N-bromomethylcarbonyl-N-methyl-amino)-nitrobenzene), N1CCCCC1 (piperidine). Run in CC(=O)C (acetone). Reaction conditions: time 18 hour. The product is N1(CCCCC1)CC(=O)N(C)C1=CC=C(C=C1)[N+](=O)[O-] (4-(N-piperidinomethylcarbonyl-N-methyl-amino)-nitrobenzene). As a reaction SMILES: Br[CH2:2][C:3]([N:5]([C:7]1[CH:12]=[CH:11][C:10]([N+:13]([O-:15])=[O:14])=[CH:9][CH:8]=1)[CH3:6])=[O:4].C(=O)([O-])[O-].[K+].[K+].[NH:22]1[CH2:27][CH2:26][CH2:25][CH2:24][CH2:23]1>CC(C)=O>[N:22]1([CH2:2][C:3]([N:5]([C:7]2[CH:12]=[CH:11][C:10]([N+:13]([O-:15])=[O:14])=[CH:9][CH:8]=2)[CH3:6])=[O:4])[CH2:27][CH2:26][CH2:25][CH2:24][CH2:23]1 |f:1.2.3|. Procedure details: 5.4 g (20 mmol) of 4-(N-bromomethylcarbonyl-N-methyl-amino)-nitrobenzene are dissolved in 100 ml of acetone and combined with 5.5 g (40 mmol) of potassium carbonate. 3 ml (30 mmol) of piperidine are slowly added dropwise and the mixture is stirred for 18 hours at ambient temperature. The reaction solution is filtered, and the filtrate is evaporated to dryness. The residue is dissolved in ethyl acetate, washed with water, dried over magnesium sulphate and evaporated to dryness. The reactants are CCCCc1ccc(-c2ccc(COc3ccc(C(CC(=O)N4C(=O)OCC4Cc4ccccc4)c4ccon4)cc3)s2)cc1, C1CCOC1, Cl, [Li+], [OH-], OO. The product is CCCCc1ccc(-c2ccc(COc3ccc(C(CC(=O)O)c4ccon4)cc3)s2)cc1. As a reaction SMILES: [CH2:1]([CH2:2][CH2:3][CH3:4])[c:5]1[cH:6][cH:7][c:8](-[c:11]2[cH:12][cH:13][c:14]([CH2:16][O:17][c:18]3[cH:19][cH:20][c:21]([CH:24]([CH2:25][C:26](=[O:27])[N:28]4[CH:29]([CH2:30][c:31]5[cH:32][cH:33][cH:34][cH:35][cH:36]5)[CH2:37][O:38][C:39]4=[O:40])[c:41]4[n:42][o:43][cH:44][cH:45]4)[cH:22][cH:23]3)[s:15]2)[cH:9][cH:10]1.[CH2:51]1[O:52][CH2:53][CH2:54][CH2:55]1.[ClH:50].[Li+:49].[OH-:48].[OH:46][OH:47]>>[CH2:1]([CH2:2][CH2:3][CH3:4])[c:5]1[cH:6][cH:7][c:8](-[c:11]2[cH:12][cH:13][c:14]([CH2:16][O:17][c:18]3[cH:19][cH:20][c:21]([CH:24]([CH2:25][C:26]([OH:27])=[O:46])[c:41]4[n:42][o:43][cH:44][cH:45]4)[cH:22][cH:23]3)[s:15]2)[cH:9][cH:10]1. Reactants: [N+](=O)(O)[O-] (nitric acid), [N+](=O)(O)[O-] (nitric acid), [N+](=O)(O)[O-] (nitric acid), C1=CC(=CC=C1N)O (p-aminophenol), [N+](=O)(O)[O-] (nitric acid). The product is [N+](=O)([O-])[O-].O[NH3+] (hydroxylammonium nitrate), [N+](=O)(O)[O-] (nitric acid), [N+](=O)([O-])[O-].[NH4+] (ammonium nitrate). As a reaction SMILES: [N+:1]([O-:4])([OH:3])=[O:2].C1C([NH2:11])=CC=C(O)C=1>>[N+:1]([O-:4])([O-:3])=[O:2].[OH:2][NH3+:1].[N+:1]([O-:4])([OH:3])=[O:2].[N+:1]([O-:4])([O-:3])=[O:2].[NH4+:11] |f:2.3,5.6|. Procedure details: The general procedure of Example 8 is repeated except that a solution containing 1.0 M nitric acid and 70 ppm p-aminophenol is charged to the catholyte compartment. A solution of 4 M nitric acid is charged to the anolyte compartment. Concentrated nitric acid is added to the catholyte compartment to maintain the nitric acid concentration between 0.5 M and 1 M under application of an electrical current. While maintaining the temperature between 5° C. and 10° C., a current of 20 amps (5 ASI) and a ... The reactants are C([O-])([O-])=O.[K+].[K+] (potassium carbonate), BrCCCCCCCCC\C=C/CCCCC(=O)O (6Z-16-bromohexadec-6-enoic acid). Solvent: CN1C(CCC1)=O (N-methyl- pyrrolidone), CN1C(CCC1)=O (N-methyl pyrrolidone). Reaction conditions: temperature 112.5 celsius, time 10 hour. Product: O1C(CCCC\C=C/CCCCCCCCC1)=O (Z-oxacycloheptadec-7-en-2-one). Isolated yield 52.8%. As a reaction SMILES: C(=O)([O-])[O-].[K+].[K+].Br[CH2:8][CH2:9][CH2:10][CH2:11][CH2:12][CH2:13][CH2:14][CH2:15][CH2:16]/[CH:17]=[CH:18]\[CH2:19][CH2:20][CH2:21][CH2:22][C:23]([OH:25])=[O:24]>CN1CCCC1=O>[O:24]1[CH2:8][CH2:9][CH2:10][CH2:11][CH2:12][CH2:13][CH2:14][CH2:15][CH2:16][CH:17]=[CH:18][CH2:19][CH2:20][CH2:21][CH2:22][C:23]1=[O:25] |f:0.1.2|. Procedure: 25 g of potassium carbonate were suspended in 300 ml of N-methyl pyrrolidone. 30 g (0.09 mol) of crude 6Z-16-bromohexadec-6-enoic acid in 200 ml of N-methyl- pyrrolidone were added dropwise while stirring at 110-115° C. within 10 hours. After usual work up 18 g of crude product were obtained, and after chromatography 12 g (53%) of Z-oxacycloheptadec-7-en-2-one were obtained having the following characteristics: Z/E=93/7;